describe an organic reaction: reactants, conditions, products, and yield From a dataset of the Open Reaction Database (ORD), a public repository of structured organic reaction records. The reactants are C1(CCCCC1)N=C=NC1CCCCC1 (dicyclohexylcarbodiimide), C[C@@H]1C[C@H]2[C@H](O2)/C=C\C=C\C(=O)CC3=C(C(=CC(=C3Cl)O)O)C(=O)O1 (radicicol), COCCOCOCCCCCCCCCC(=O)O (10-(methoxyethoxymethoxy)decanoic acid). Run in O1CCCC1 (tetrahydrofuran). Yields the product CN(C)C1=NC=CC=C1 (dimethylaminopyridine), title compound. As a reaction SMILES: [CH3:1][C@H]1OC(=O)C2C(O)=CC(O)=C(Cl)C=2CC(=O)C=CC=C[C@H]2O[C@H]2C1.COCCOCOCCCCCCCCCC(O)=O.[CH:45]1([N:51]=[C:52]=[N:53][CH:54]2[CH2:59][CH2:58][CH2:57]CC2)CCCCC1>O1CCCC1>[CH3:1][N:51]([C:52]1[CH:57]=[CH:58][CH:59]=[CH:54][N:53]=1)[CH3:45]. Procedure: Following a procedure similar to that described in Example 12, but using 400 mg of radicicol, 758 mg of 10-(methoxyethoxymethoxy)decanoic acid, 6 ml of dry tetrahydrofuran, 567 mg of dicyclohexylcarbodiimide and a catalytic amount of dimethylaminopyridine, 829 mg of the title compound were obtained.